This data is from the Open Reaction Database (ORD), a public repository of structured organic reaction records. The task is: describe an organic reaction: reactants, conditions, products, and yield Reactants: C(C)(C)(C)OC(=O)NC1C[C@@H]2COC[C@H](C1)N2CC2=C([C@@H](N=C(N2)C=2SC=CN2)C2=C(C=C(C=C2)F)Cl)C(=O)OC (methyl (4R)-6-[[(1S,5R)-7-(tert-butoxycarbonylamino)-3-oxa-9-azabicyclo[3.3.1]nonan-9-yl]methyl]-4-(2-chloro-4-fluoro-phenyl)-2-thiazol-2-yl-1,4-dihydropyrimidine-5-carboxylate), C(=O)(C(F)(F)F)O (TFA). Run in C(Cl)Cl (DCM). Run at temperature 25 celsius, time 5 hour. Yields the product NC1C[C@@H]2COC[C@H](C1)N2CC2=C([C@@H](N=C(N2)C=2SC=CN2)C2=C(C=C(C=C2)F)Cl)C(=O)OC (methyl (4R)-6-[[(1S,5R)-7-amino-3-oxa-9-azabicyclo[3.3.1]nonan-9-yl]methyl]-4-(2-chloro-4-fluoro-phenyl)-2-thiazol-2-yl-1,4-dihydropyrimidine-5-carboxylate). Yield: 96.8%. Reaction SMILES: C(OC([NH:8][CH:9]1[CH2:16][C@@H:15]2[N:17]([CH2:18][C:19]3[NH:24][C:23]([C:25]4[S:26][CH:27]=[CH:28][N:29]=4)=[N:22][C@@H:21]([C:30]4[CH:35]=[CH:34][C:33]([F:36])=[CH:32][C:31]=4[Cl:37])[C:20]=3[C:38]([O:40][CH3:41])=[O:39])[C@@H:11]([CH2:12][O:13][CH2:14]2)[CH2:10]1)=O)(C)(C)C.C(O)(C(F)(F)F)=O>C(Cl)Cl>[NH2:8][CH:9]1[CH2:10][C@@H:11]2[N:17]([CH2:18][C:19]3[NH:24][C:23]([C:25]4[S:26][CH:27]=[CH:28][N:29]=4)=[N:22][C@@H:21]([C:30]4[CH:35]=[CH:34][C:33]([F:36])=[CH:32][C:31]=4[Cl:37])[C:20]=3[C:38]([O:40][CH3:41])=[O:39])[C@@H:15]([CH2:14][O:13][CH2:12]2)[CH2:16]1. Reported procedure: To a solution of methyl (4R)-6-[[(1S,5R)-7-(tert-butoxycarbonylamino)-3-oxa-9-azabicyclo[3.3.1]nonan-9-yl]methyl]-4-(2-chloro-4-fluoro-phenyl)-2-thiazol-2-yl-1,4-dihydropyrimidine-5-carboxylate 60a (300 mg, 0.49 mmol) in DCM (5 mL) was added TFA (2 mL). The mixture was stirred at 25° C. for 5 h. The mixture was concentrated in vacuo to afford methyl (4R)-6-[[(1S,5R)-7-amino-3-oxa-9-azabicyclo[3.3.1]nonan-9-yl]methyl]-4-(2-chloro-4-fluoro-phenyl)-2-thiazol-2-yl-1,4-dihydropyrimidine-5-carboxylate... Starting materials: C1(=C(C(=C(C(=C1F)F)F)N)F)N.Cl.Cl (dihydrochloride), [N+](=O)([O-])C1=CC=C(C=C1)NC1=NC=CC=C1O (2-[(4-nitrophenyl)amino]pyridin-3-ol). The reagents and catalysts are [Zn].[Cl-].[NH4+].O.C(C)O (zinc ammonium chloride water ethanol). Product: Cl.Cl.NC1=CC=C(C=C1)NC1=NC=CC=C1O (2-(4-aminophenylamino)pyrid-3-ol dihydrochloride). As a reaction SMILES: [N+:1]([C:4]1[CH:9]=[CH:8][C:7]([NH:10][C:11]2[C:16]([OH:17])=[CH:15][CH:14]=[CH:13][N:12]=2)=[CH:6][CH:5]=1)([O-])=O.C1(N)C(F)=C(F)C(F)=C(N)C=1F.[ClH:30].Cl>[Zn].[Cl-].[NH4+].O.C(O)C>[ClH:30].[ClH:30].[NH2:1][C:4]1[CH:5]=[CH:6][C:7]([NH:10][C:11]2[C:16]([OH:17])=[CH:15][CH:14]=[CH:13][N:12]=2)=[CH:8][CH:9]=1 |f:1.2.3,4.5.6.7.8,9.10.11|. Reported procedure: The 2-[(4-nitrophenyl)amino]pyrid-3-ol (3) obtained above was reduced with a boiling zinc/ammonium chloride/water/ethanol mixture. The corresponding amine was isolated in dihydrochloride form.